Dataset: the Open Reaction Database (ORD), a public repository of structured organic reaction records. Task: describe an organic reaction: reactants, conditions, products, and yield Starting materials: CNCCOC, COC(=O)c1cnc(CCl)n1C, Cl. Product: COCCN(C)Cc1ncc(C(=O)OC)n1C. RXN SMILES: [CH3:14][O:15][CH2:16][CH2:17][NH:18][CH3:19].[CH3:2][O:3][C:4](=[O:5])[c:6]1[n:7]([CH3:13])[c:8]([CH2:11][Cl:12])[n:9][cH:10]1.[ClH:1]>>[CH3:2][O:3][C:4](=[O:5])[c:6]1[n:7]([CH3:13])[c:8]([CH2:11][N:18]([CH2:17][CH2:16][O:15][CH3:14])[CH3:19])[n:9][cH:10]1. Reactants: BrC=1C(=NC(=C(C1)N)N)C (3-bromo-5,6-diamino-2-picoline), C(CCCC)(=O)O (valeric acid), polyphosphoric acid, Ph, [OH-].[Na+] (NaOH). The solvent is O (water), C1CCOC1 (THF). Reaction conditions: temperature 110 celsius, time 3 hour. Product: BrC=1C=C2C(=NC1C)N=C(N2)CCCC (6-bromo-2-butyl-5-methyl-1H-imidazo[4,5-b]pyridine). The yield is 81.9%. Reaction SMILES: [Br:1][C:2]1[C:3]([CH3:10])=[N:4][C:5]([NH2:9])=[C:6]([NH2:8])[CH:7]=1.[C:11](O)(=O)[CH2:12][CH2:13][CH2:14][CH3:15].[OH-].[Na+]>O.C1COCC1>[Br:1][C:2]1[CH:7]=[C:6]2[NH:8][C:11]([CH2:12][CH2:13][CH2:14][CH3:15])=[N:9][C:5]2=[N:4][C:3]=1[CH3:10] |f:2.3|. Reported procedure: 9.0 g (44.6 mmole) of the compound obtained in step 3 and 5.5 g (58 mmole) of valeric acid were mixed with 30 ml of polyphosphoric acid and stirred for 3 hours at 110° C. The reaction solution was dissolved in a mixture of 50 ml of cold water and 50 ml of THF and the resulting solution was neutralized to Ph 8 with cold 40% aqueous NaOH solution with stirring vigorously and extracted with ethyl acetate (50 ml×3). Thereafter, the organic layer was dried over Na2SO4, concentrated under reduced pres...